This data is from the Open Reaction Database (ORD), a public repository of structured organic reaction records. The task is: describe an organic reaction: reactants, conditions, products, and yield Isolated yield 19.8%. Reaction conditions: time 30 minute. Procedure details: 3-Carboxymethyl-3H-benzoimidazol-1-ium trifluoro-acetate (128 mg, 0.44 mmol) was dissolved in a mixture of oxalyl chloride (0.6 mL) and dichloromethane (3.4 mL). The reaction mixture was stirred for 30 min at ambient temperature and the solvent was evaporated. The residue was dissolved in a mixture of dichloromethane (2.5 mL) and anhydrous TBF (2.5 mL) and added to a mixture of 3-chloro4-fluoro-aniline (17 mg, 0.12 mmol) and N,N-(diisopropyl)aminomethylpolystyrene resin (140 mg, Argonaut Technol... Yields the product N1(C=NC2=C1C=CC=C2)CC(=O)NC2=CC(=C(C=C2)F)Cl (2-(1H-Benzimidazol-1-yl)-N-(3-chloro-4-fluorophenyl)acetamide). The solvent is C1CCOC1 (THF), C(C(=O)Cl)(=O)Cl (oxalyl chloride), ClCCl (dichloromethane). RXN SMILES: FC(F)(F)C([O-])=O.[C:8]([CH2:11][N:12]1[C:16]2[CH:17]=[CH:18][CH:19]=[CH:20][C:15]=2[NH+:14]=[CH:13]1)([OH:10])=O.[Cl:21][C:22]1[CH:23]=[C:24]([CH:26]=[CH:27][C:28]=1[F:29])[NH2:25]>C(Cl)(=O)C(Cl)=O.ClCCl.C1COCC1>[N:12]1([CH2:11][C:8]([NH:25][C:24]2[CH:26]=[CH:27][C:28]([F:29])=[C:22]([Cl:21])[CH:23]=2)=[O:10])[C:16]2[CH:17]=[CH:18][CH:19]=[CH:20][C:15]=2[N:14]=[CH:13]1 |f:0.1|. The reactants are ClC=1C=C(N)C=CC1F (3-chloro4-fluoro-aniline), FC(C(=O)[O-])(F)F.C(=O)(O)CN1C=[NH+]C2=C1C=CC=C2 (3-Carboxymethyl-3H-benzoimidazol-1-ium trifluoro-acetate). Reactants: [Br-], [C-]#N, C=CC(C)=O, [Cl-], [Cl-], C[Si](C)(C)Cl, [Zn+]Cc1ccccc1I, [Li+], [NH4+], [Na+], [Na+], O=S(=O)([O-])[O-], C1CCOC1. Product: CC(=O)CCCc1ccccc1I. As a reaction SMILES: [Br-:5].[C-:3]#[N:4].[CH3:20][C:21](=[O:22])[CH:23]=[CH2:24].[Cl-:2].[Cl-:32].[Cl:15][Si:16]([CH3:17])([CH3:18])[CH3:19].[I:6][c:7]1[c:8]([CH2:9][Zn+:10])[cH:11][cH:12][cH:13][cH:14]1.[Li+:1].[NH4+:33].[Na+:25].[Na+:26].[O-:27][S:28](=[O:29])(=[O:30])[O-:31].[O:34]1[CH2:35][CH2:36][CH2:37][CH2:38]1>>[I:6][c:7]1[c:8]([CH2:9][CH2:24][CH2:23][C:21]([CH3:20])=[O:22])[cH:11][cH:12][cH:13][cH:14]1.